Dataset: the Open Reaction Database (ORD), a public repository of structured organic reaction records. Task: describe an organic reaction: reactants, conditions, products, and yield Reactants: O=C1N(CCC1)CC(=O)OCC (ethyl 2-oxo-1-pyrrolidineacetate), CN1CCN(CC1)C(CN)C (2-(4-methyl-1-piperazinyl)propylamine). Product: CN1CCN(CC1)C(CNC(CN1C(CCC1)=O)=O)C ((±)-N-[2-(4-methyl-1-piperazinyl)propyl]-2-oxo-1-pyrrolidineacetamide). As a reaction SMILES: [O:1]=[C:2]1[CH2:6][CH2:5][CH2:4][N:3]1[CH2:7][C:8]([O:10]CC)=O.[CH3:13][N:14]1[CH2:19][CH2:18][N:17]([CH:20]([CH3:23])[CH2:21][NH2:22])[CH2:16][CH2:15]1>>[CH3:13][N:14]1[CH2:19][CH2:18][N:17]([CH:20]([CH3:23])[CH2:21][NH:22][C:8](=[O:10])[CH2:7][N:3]2[CH2:4][CH2:5][CH2:6][C:2]2=[O:1])[CH2:16][CH2:15]1. Procedure details: From 7.0 g. of ethyl 2-oxo-1-pyrrolidineacetate and 6.3 g. of 2-(4-methyl-1-piperazinyl)propylamine, following the procedure of Example 9, there is obtained (±)-N-[2-(4-methyl-1-piperazinyl)propyl]-2-oxo-1-pyrrolidineacetamide; m.p. 84°-85° C. after recrystallization from cyclohexane and from heptane. Starting materials: C=CC1=CC=CC=C1 (styrene), C(CCCCCCCCCCC)(=O)[O-].C(CCCCCCCCCCC)(=O)[O-].C(CCC)[Sn+2]CCCC (dibutyltin dilaurate), solution, CC=1C(=CC(=CC1)N=C=O)N=C=O (tolylene diisocyanate), C(C=C)(=O)OCCO (hydroxylethyl acrylate). Reaction conditions: time 2 hour. The product is C=CC1=CC=CC=C1 (styrene), NC(=O)OCC (Urethane). The yield is 50.0%. Reaction SMILES: CC1C(N=C=O)=CC([N:8]=C=O)=CC=1.[C:14]([O:18][CH2:19][CH2:20]O)(=[O:17])C=C.[CH2:22]=[CH:23][C:24]1[CH:29]=[CH:28][CH:27]=[CH:26][CH:25]=1.C([O-])(=O)CCCCCCCCCCC.C([O-])(=O)CCCCCCCCCCC.C([Sn+2]CCCC)CCC>>[CH2:22]=[CH:23][C:24]1[CH:29]=[CH:28][CH:27]=[CH:26][CH:25]=1.[NH2:8][C:14]([O:18][CH2:19][CH3:20])=[O:17] |f:3.4.5|. Reported procedure: A hydroxyl polyester having an acid number of 0.3 and a hydroxy number of 48.1 was prepared from 714 g (11.5 moles) of ethylene glycol and 1460 g (10 moles) of adipic acid in the conventional manner. 400 ppm of hydroquinone were added to this polyester to obtain a 50% styrene solution of the polyester. 4676 g (2 equivalents) of this solution were allowed to react with 248 g (2.85 equivalents) of tolylene diisocyanate and 116 g (1 mole) of hydroxylethyl acrylate at 65° C. or less for two hours. T... Reactants: C(C)O (ethanol), [Cl-].[NH4+] (ammonium chloride), O=C1NC2=CC(=C(C=C2C1)[N+](=O)[O-])Cl (2-oxo-5-nitro-6-chloroindoline). The reagents and catalysts are [Fe] (iron). Run in O (water). Product: O=C1NC2=CC(=C(C=C2C1)N)Cl (2-oxo-5-amino-6-chloroindoline). Isolated yield 93.1%. As a reaction SMILES: C(O)C.[Cl-].[NH4+].[O:6]=[C:7]1[CH2:15][C:14]2[C:9](=[CH:10][C:11]([Cl:19])=[C:12]([N+:16]([O-])=O)[CH:13]=2)[NH:8]1>[Fe].O>[O:6]=[C:7]1[CH2:15][C:14]2[C:9](=[CH:10][C:11]([Cl:19])=[C:12]([NH2:16])[CH:13]=2)[NH:8]1 |f:1.2|. Procedure details: To a mixture of ethanol (200 ml) and water (40 ml) were added ammonium chloride (2.2 g) and iron metal (19.7 g). To the mixture was added 2-oxo-5-nitro-6-chloroindoline (12.5 g) at 60° C. After refluxing for 45 minutes, the reaction mixture was filtered under warm condition. The filter cake was washed with ethanol. The combined filtrate and washings were evaporated to dryness under reduced pressure to give 2-oxo-5-amino-6-chloroindoline (10.0 g). Reactants: COC(C1=CC(=CC=C1)C1=NC(=NC(=C1)C)NCCOC1OCCCC1)=O (rac-3-{6-methyl-2-[2-(tetrahydro-pyran-2-yloxy)-ethylamino]-pyrimidin-4-yl}-benzoic acid methyl ester), C(=O)(O)C=1C=C(C=CC1)B(O)O (3-carboxyphenylboronic acid), ClC1=NC(=CC(=N1)Cl)C (2,4-dichloro-6-methylpyrimidine), C(=O)([O-])[O-].[Na+].[Na+] (Na2CO3). The reagents and catalysts are C=1C=CC(=CC1)[P](C=2C=CC=CC2)(C=3C=CC=CC3)[Pd]([P](C=4C=CC=CC4)(C=5C=CC=CC5)C=6C=CC=CC6)([P](C=7C=CC=CC7)(C=8C=CC=CC8)C=9C=CC=CC9)[P](C=1C=CC=CC1)(C=1C=CC=CC1)C=1C=CC=CC1 (Pd(PPh3)4). Run in C(C)#N (acetonitrile), O (H2O). Run at temperature 85 celsius, time 18 hour. Yields the product C(C)(C)(C)OC(CC(=O)C1=CC(=CC=C1)C1=NC(=NC(=C1)C)NCCO)=O (3-{3-[2-(2-Hydroxy-ethylamino)-6-methyl-pyrimidin-4-yl]-phenyl}-3-oxo-propionic acid tert-butyl ester), ClC1=NC(=CC(=N1)C=1C=C(C(=O)O)C=CC1)C (3-(2-chloro-6-methyl-pyrimidin-4-yl)-benzoic acid). As a reaction SMILES: CO[C:3](=[O:27])[C:4]1[CH:9]=[CH:8][CH:7]=[C:6]([C:10]2[CH:15]=[C:14]([CH3:16])[N:13]=[C:12]([NH:17][CH2:18][CH2:19][O:20]C3CCCCO3)[N:11]=2)[CH:5]=1.[C:28]([C:31]1[CH:32]=[C:33](B(O)O)[CH:34]=[CH:35][CH:36]=1)([OH:30])=[O:29].[Cl:40][C:41]1[N:46]=[C:45](Cl)[CH:44]=[C:43]([CH3:48])[N:42]=1.[C:49]([O-:52])([O-])=[O:50].[Na+].[Na+]>C(#N)C.C1C=CC([P]([Pd]([P](C2C=CC=CC=2)(C2C=CC=CC=2)C2C=CC=CC=2)([P](C2C=CC=CC=2)(C2C=CC=CC=2)C2C=CC=CC=2)[P](C2C=CC=CC=2)(C2C=CC=CC=2)C2C=CC=CC=2)(C2C=CC=CC=2)C2C=CC=CC=2)=CC=1.O>[C:31]([O:52][C:49](=[O:50])[CH2:41][C:3]([C:4]1[CH:9]=[CH:8][CH:7]=[C:6]([C:10]2[CH:15]=[C:14]([CH3:16])[N:13]=[C:12]([NH:17][CH2:18][CH2:19][OH:20])[N:11]=2)[CH:5]=1)=[O:27])([CH3:28])([CH3:36])[CH3:32].[Cl:40][C:41]1[N:46]=[C:45]([C:33]2[CH:32]=[C:31]([CH:36]=[CH:35][CH:34]=2)[C:28]([OH:30])=[O:29])[CH:44]=[C:43]([CH3:48])[N:42]=1 |f:3.4.5,^1:61,63,82,101|. Reported procedure: The title compound was prepared from rac-3-{6-methyl-2-[2-(tetrahydro-pyran-2-yloxy)-ethylamino]-pyrimidin-4-yl}-benzoic acid methyl ester [prepared by the following procedure: A mixture of 3-carboxyphenylboronic acid (8.3 g, 50.0 mmol), 2,4-dichloro-6-methylpyrimidine (8.15 g, 50.0 mmol) and Na2CO3 (9.5 g, 90 mmol) in acetonitrile (160 ml)/H2O (80 ml) was degassed and Pd(PPh3)4 (0.87 g, 0.75 mmol) was added. The mixture was stirred for 18 h at 85° C. in an atmosphere of nitrogen and then concen... Reactants: O=C([O-])[O-], Clc1nc(Cc2ccccc2)nc2c1CCN(Cc1ccccc1)CC2, CB1OB(C)OB(C)O1, [Cs+], [Cs+], C1COCCO1. Product: Cc1nc(Cc2ccccc2)nc2c1CCN(Cc1ccccc1)CC2. Reaction SMILES: [C:27](=[O:28])([O-:29])[O-:30].[CH2:1]([c:2]1[cH:3][cH:4][cH:5][cH:6][cH:7]1)[c:8]1[n:9][c:10]([Cl:26])[c:11]2[c:12]([n:25]1)[CH2:13][CH2:14][N:15]([CH2:18][c:19]1[cH:20][cH:21][cH:22][cH:23][cH:24]1)[CH2:16][CH2:17]2.[CH3:33][B:34]1[O:35][B:36]([CH3:37])[O:38][B:39]([CH3:40])[O:41]1.[Cs+:31].[Cs+:32].[O:42]1[CH2:43][CH2:44][O:45][CH2:46][CH2:47]1>>[CH2:1]([c:2]1[cH:3][cH:4][cH:5][cH:6][cH:7]1)[c:8]1[n:9][c:10]([CH3:27])[c:11]2[c:12]([n:25]1)[CH2:13][CH2:14][N:15]([CH2:18][c:19]1[cH:20][cH:21][cH:22][cH:23][cH:24]1)[CH2:16][CH2:17]2. Conditions: time 18 hour. Reported procedure: 50 g of 1-isopropylamino-8-methoxy-anthraquinone are dissolved in 500 ml of 30% strength hydrochloric acid; 33 g of bromine are added dropwise to the clear solution over the course of 15 minutes at 10°-15° and the mixture is stirred for a further 18 hours at room temperature. It is stirred into 5,000 ml of ice-cold water, excess bromine is removed by means of the amount of bisulphite just required, and the product is filtered off, washed until neutral and dried in vacuo. Yield: 62 g. Bromine con... Solvent: Cl (hydrochloric acid). Product: C(C)(C)NC1=CC=C(C=2C(C3=CC=CC(=C3C(C12)=O)OC)=O)Br (1-isopropylamino-4-bromo- 8-methoxy-anthraquinone). As a reaction SMILES: [CH:1]([NH:4][C:5]1[C:18]2[C:17](=[O:19])[C:16]3[C:11](=[CH:12][CH:13]=[CH:14][C:15]=3[O:20][CH3:21])[C:10](=[O:22])[C:9]=2[CH:8]=[CH:7][CH:6]=1)([CH3:3])[CH3:2].[Br:23]Br>Cl>[CH:1]([NH:4][C:5]1[C:18]2[C:17](=[O:19])[C:16]3[C:11](=[CH:12][CH:13]=[CH:14][C:15]=3[O:20][CH3:21])[C:10](=[O:22])[C:9]=2[C:8]([Br:23])=[CH:7][CH:6]=1)([CH3:3])[CH3:2]. The reactants are C(C)(C)NC1=CC=CC=2C(C3=CC=CC(=C3C(C12)=O)OC)=O (1-isopropylamino-8-methoxy-anthraquinone), ice, BrBr (bromine), BrBr (bromine). As a reaction SMILES: [C:1]([CH2:3][C:4]([NH:6][C:7]1[CH:12]=[C:11]([Cl:13])[C:10]([Cl:14])=[CH:9][C:8]=1[N+:15]([O-:17])=O)=[O:5])#[N:2].[OH-].[Na+].Cl>N1C=CC=CC=1.O>[C:1]([C:3]1[C:4](=[O:5])[NH:6][C:7]2[C:8]([N+:15]=1[O-:17])=[CH:9][C:10]([Cl:14])=[C:11]([Cl:13])[CH:12]=2)#[N:2] |f:1.2|. Procedure details: To a stirred solution of 142 (0.552 g, 2 mmol) in pyridine (4 mL), 1N NaOH (4 mL, 4 mmol) was added. The resulting mixture was stirred for 4 h, then diluted with water (50 mL) and acidified with 2N HCl to pH 2. The precipitated crude product was washed with water, dried on a filter and washed with ether (5×5 mL) to give 0.365 g (72%) of the title compound as an orange solid: mp 294°-296° C. (from EtOH); IR (KBr) 3104, 3048, 2231, 1675, 1623, 1453, 1399 and 1176 cm-1 ; 1H NMR (DMSO-d6) δ7.54 (s, ... Reactants: C(#N)CC(=O)NC1=C(C=C(C(=C1)Cl)Cl)[N+](=O)[O-] (N-(Cyanoacetyl)-4,5-dichloro-2-nitroaniline), [OH-].[Na+] (NaOH), Cl (HCl). Solvent: O (water), N1=CC=CC=C1 (pyridine). The product is C(#N)C=1C(NC2=CC(=C(C=C2[N+]1[O-])Cl)Cl)=O (3-Cyano-6,7-dichloro-1,2-dihydroquinoxaline-2-one-4-oxide). The yield is 71.3%. Run at time 4 hour.